Dataset: the Open Reaction Database (ORD), a public repository of structured organic reaction records. Task: describe an organic reaction: reactants, conditions, products, and yield RXN SMILES: [CH2:9]([CH3:10])[N:11]([CH2:12][C:13]#[C:14][C:15](=[O:16])[OH:17])[CH2:18][CH3:19].[CH3:20][N:21]1[CH2:22][CH2:23][O:24][CH2:25][CH2:26]1.[Cl:1][C:2]([O:3][CH2:4][CH:5]([CH3:6])[CH3:7])=[O:8].[NH2:27][c:28]1[cH:29][c:30]2[c:31]([NH:40][c:41]3[cH:42][c:43]([Br:47])[cH:44][cH:45][cH:46]3)[c:32]([C:38]#[N:39])[cH:33][n:34][c:35]2[cH:36][cH:37]1.[O:48]1[CH2:49][CH2:50][CH2:51][CH2:52]1.[cH:53]1[cH:54][cH:55][n:56][cH:57][cH:58]1>>[CH2:9]([CH3:10])[N:11]([CH2:12][C:13]#[C:14][C:15](=[O:17])[NH:27][c:28]1[cH:29][c:30]2[c:31]([NH:40][c:41]3[cH:42][c:43]([Br:47])[cH:44][cH:45][cH:46]3)[c:32]([C:38]#[N:39])[cH:33][n:34][c:35]2[cH:36][cH:37]1)[CH2:18][CH3:19]. Starting materials: CCN(CC)CC#CC(=O)O, CN1CCOCC1, CC(C)COC(=O)Cl, N#Cc1cnc2ccc(N)cc2c1Nc1cccc(Br)c1, C1CCOC1, c1ccncc1. Product: CCN(CC)CC#CC(=O)Nc1ccc2ncc(C#N)c(Nc3cccc(Br)c3)c2c1. Starting materials: CCCC[Sn](Cl)(CCCC)CCCC, C1CCOC1, [Cl-], O=C(NCCCSc1ncn2ccsc12)OCc1ccc([N+](=O)[O-])cc1, [NH4+]. Yields the product CCCC[Sn](CCCC)(CCCC)c1cn2cnc(SCCCNC(=O)OCc3ccc([N+](=O)[O-])cc3)c2s1. Reaction SMILES: [CH2:1]([CH2:2][CH2:3][CH3:4])[Sn:5]([CH2:6][CH2:7][CH2:8][CH3:9])([CH2:10][CH2:11][CH2:12][CH3:13])[Cl:14].[CH2:43]1[O:44][CH2:45][CH2:46][CH2:47]1.[Cl-:41].[N+:15](=[O:16])([O-:17])[c:18]1[cH:19][cH:20][c:21]([CH2:22][O:23][C:24](=[O:25])[NH:26][CH2:27][CH2:28][CH2:29][S:30][c:31]2[n:32][cH:33][n:34]3[c:35]2[s:36][cH:37][cH:38]3)[cH:39][cH:40]1.[NH4+:42]>>[CH2:1]([CH2:2][CH2:3][CH3:4])[Sn:5]([CH2:6][CH2:7][CH2:8][CH3:9])([CH2:10][CH2:11][CH2:12][CH3:13])[c:37]1[s:36][c:35]2[c:31]([S:30][CH2:29][CH2:28][CH2:27][NH:26][C:24]([O:23][CH2:22][c:21]3[cH:20][cH:19][c:18]([N+:15](=[O:16])[O-:17])[cH:40][cH:39]3)=[O:25])[n:32][cH:33][n:34]2[cH:38]1.